Dataset: the Open Reaction Database (ORD), a public repository of structured organic reaction records. Task: describe an organic reaction: reactants, conditions, products, and yield The reactants are O=C(NC(CCOCc1ccccc1)C(=O)O)c1ccc(Br)cc1F, CC(=O)OC(C)=O, c1ccncc1. Yields the product CC(=O)C(CCOCc1ccccc1)NC(=O)c1ccc(Br)cc1F. Reaction SMILES: [CH2:14]([c:15]1[cH:16][cH:17][cH:18][cH:19][cH:20]1)[O:21][CH2:22][CH2:23][CH:24]([C:25](=[O:26])[OH:27])[NH:28][C:29]([c:30]1[c:31]([F:37])[cH:32][c:33]([Br:36])[cH:34][cH:35]1)=[O:38].[CH3:1][C:2]([O:3][C:4](=[O:5])[CH3:6])=[O:7].[cH:8]1[cH:9][cH:10][n:11][cH:12][cH:13]1>>[CH3:1][C:25]([CH:24]([CH2:23][CH2:22][O:21][CH2:14][c:15]1[cH:16][cH:17][cH:18][cH:19][cH:20]1)[NH:28][C:29]([c:30]1[c:31]([F:37])[cH:32][c:33]([Br:36])[cH:34][cH:35]1)=[O:38])=[O:27].